This data is from the Open Reaction Database (ORD), a public repository of structured organic reaction records. The task is: describe an organic reaction: reactants, conditions, products, and yield Reactants: C(C)OC(=O)C1=C(SC=C1C=CC1=C(C=C(C=C1)C(C)C)Cl)N (2-amino-4-[2-(2-chloro-4-isopropylphenyl)vinyl]-thiophene-3-carboxylic acid ethyl ester), C1(C=2C(C(=O)O1)=CC=CC2)=O (phthalic anhydride). Solvent: C(C)(=O)O (acetic acid). Product: C(C)OC(=O)C1=C(SC=C1C=CC1=C(C=C(C=C1)C(C)C)Cl)N1C(C2=CC=CC=C2C1=O)=O (4-[2-(2-Chloro-4-isopropylphenyl)vinyl]-2-(1,3-dioxo-1,3-dihydroisoindol-2-yl)-thiophene-3-carboxylic acid ethyl ester). As a reaction SMILES: [CH2:1]([O:3][C:4]([C:6]1[C:10]([CH:11]=[CH:12][C:13]2[CH:18]=[CH:17][C:16]([CH:19]([CH3:21])[CH3:20])=[CH:15][C:14]=2[Cl:22])=[CH:9][S:8][C:7]=1[NH2:23])=[O:5])[CH3:2].[C:24]1(=O)[O:29][C:27](=[O:28])[C:26]2=[CH:30][CH:31]=[CH:32][CH:33]=[C:25]12>C(O)(=O)C>[CH2:1]([O:3][C:4]([C:6]1[C:10]([CH:11]=[CH:12][C:13]2[CH:18]=[CH:17][C:16]([CH:19]([CH3:20])[CH3:21])=[CH:15][C:14]=2[Cl:22])=[CH:9][S:8][C:7]=1[N:23]1[C:27](=[O:28])[C:26]2[C:25](=[CH:33][CH:32]=[CH:31][CH:30]=2)[C:24]1=[O:29])=[O:5])[CH3:2]. Procedure details: A mixture of 2-amino-4-[2-(2-chloro-4-isopropylphenyl)vinyl]-thiophene-3-carboxylic acid ethyl ester (2 mmol, Example 31, Part B) and phthalic anhydride (2.2 mmol) in glacial acetic acid (20 mL) is heated at reflux overnight. After cooling to room temperature, the acetic acid is removed in vacuo and the residue triturated with petroleum ether. The crude product is collected by filtration, suspended in acetyl chloride (5 mL), and heated to reflux for one hour. After removing the solvent in vacuo,...